From a dataset of the Open Reaction Database (ORD), a public repository of structured organic reaction records. describe an organic reaction: reactants, conditions, products, and yield Starting materials: B, C=CCC(C=NC)(c1ccc(Cl)c(Cl)c1)N(C)C(=O)OC(C)(C)C, CC(C)=O, CO, [Na], O. Product: C=CCC(CNC)(c1ccc(Cl)c(Cl)c1)N(C)C(=O)OC(C)(C)C. As a reaction SMILES: [BH3:25].[C:1]([CH3:2])([CH3:3])([CH3:4])[O:5][C:6]([N:7]([CH3:8])[C:9]([CH:10]=[N:11][CH3:12])([CH2:13][CH:14]=[CH2:15])[c:16]1[cH:17][c:18]([Cl:23])[c:19]([Cl:22])[cH:20][cH:21]1)=[O:24].[CH3:27][C:28](=[O:29])[CH3:30].[CH3:32][OH:33].[Na:26].[OH2:31]>>[C:1]([CH3:2])([CH3:3])([CH3:4])[O:5][C:6]([N:7]([CH3:8])[C:9]([CH2:10][NH:11][CH3:12])([CH2:13][CH:14]=[CH2:15])[c:16]1[cH:17][c:18]([Cl:23])[c:19]([Cl:22])[cH:20][cH:21]1)=[O:24]. Starting materials: CN[C@@H]1C[C@H]2O[C@@](C)([C@@H]1OC)n1c3ccccc3c3c4c(c5c6ccccc6n2c5c31)C(=O)NC4 (staurosporine), Cc1onc(C=O)c1. Reagents/catalysts: CC(C)[O-].CC(C)[O-].CC(C)[O-].CC(C)[O-].[Ti+4] (Ti(OiPr)4), CC(=O)O (acetic acid), CC(=O)O[BH-](OC(C)=O)OC(C)=O.[Na+] (Sodium triacetoxyborohydride). Solvent: CN1CCCC1=O (NMP), CN1CCCC1=O (NMP), CN1CCCC1=O (NMP), CN1CCCC1=O (NMP), CN1CCCC1=O (NMP), CN1CCCC1=O (NMP), CN1CCCC1=O (NMP). Conditions: temperature 22 celsius, time 18 hour. The product is CO[C@@H]1[C@@H](C[C@H]2O[C@]1(C)n3c4ccccc4c5c6CNC(=O)c6c7c8ccccc8n2c7c35)N(C)Cc9cc(C)on9, CN[C@@H]1C[C@H]2O[C@@](C)([C@@H]1OC)n1c3ccccc3c3c4c(c5c6ccccc6n2c5c31)C(=O)NC4 (Staurosporine), Cc1onc(C=O)c1. The reactants are C1(=CC=CC=C1)[Li] (phenyllithium), solution, [O-]S(=O)(=O)C(F)(F)F (triflate), solution, BrC1=C(C(=CC(=C1)OCOC)COC)OCOC (1-bromo-2,5-bis-methoxymethoxy-3-methoxymethyl-benzene), COC(=O)C1=C(CCC1)OS(=O)(=O)C(F)(F)F (2-trifluoromethanesulfonyloxy-cyclopent-1-enecarboxylic acid methyl ester). Reagents/catalysts: [O-]S(=O)(=O)[O-].[Zn+2] (zincate), C=1C=CC(=CC1)[P](C=2C=CC=CC2)(C=3C=CC=CC3)[Pd]([P](C=4C=CC=CC4)(C=5C=CC=CC5)C=6C=CC=CC6)([P](C=7C=CC=CC7)(C=8C=CC=CC8)C=9C=CC=CC9)[P](C=1C=CC=CC1)(C=1C=CC=CC1)C=1C=CC=CC1 (Pd(PPh3)4), [Cl-].[Cl-].[Zn+2] (ZnCl2). The solvent is C(CCC)OCCCC (dibutyl ether), CCOCC (Et2O), C1CCOC1 (THF), C1CCOC1 (THF). Conditions: temperature -70 celsius, time 35 minute. Yields the product COC(=O)C1=C(CCC1)C1=C(C(=CC(=C1)OCOC)COC)OCOC (2-(2,5-Bis-methoxymethoxy-3-methoxymethyl-phenyl)-cyclopent-1-enecarboxylic acid methyl ester). Isolated yield 55.9%. As a reaction SMILES: Br[C:2]1[CH:7]=[C:6]([O:8][CH2:9][O:10][CH3:11])[CH:5]=[C:4]([CH2:12][O:13][CH3:14])[C:3]=1[O:15][CH2:16][O:17][CH3:18].C1([Li])C=CC=CC=1.[CH3:26][O:27][C:28]([C:30]1[CH2:34][CH2:33][CH2:32][C:31]=1OS(C(F)(F)F)(=O)=O)=[O:29].[O-]S(C(F)(F)F)(=O)=O>C1COCC1.C(OCCCC)CCC.CCOCC.[Cl-].[Cl-].[Zn+2].[O-]S([O-])(=O)=O.[Zn+2].C1C=CC([P]([Pd]([P](C2C=CC=CC=2)(C2C=CC=CC=2)C2C=CC=CC=2)([P](C2C=CC=CC=2)(C2C=CC=CC=2)C2C=CC=CC=2)[P](C2C=CC=CC=2)(C2C=CC=CC=2)C2C=CC=CC=2)(C2C=CC=CC=2)C2C=CC=CC=2)=CC=1>[CH3:26][O:27][C:28]([C:30]1[CH2:34][CH2:33][CH2:32][C:31]=1[C:2]1[CH:7]=[C:6]([O:8][CH2:9][O:10][CH3:11])[CH:5]=[C:4]([CH2:12][O:13][CH3:14])[C:3]=1[O:15][CH2:16][O:17][CH3:18])=[O:29] |f:7.8.9,10.11,^1:82,84,103,122|. Procedure details: Purge a solution of 1-bromo-2,5-bis-methoxymethoxy-3-methoxymethyl-benzene (2.76 g, 8.59 mmol) in THF (17 mL) with nitrogen and cool to −70° C. Clowly add a solution of phenyllithium (4.3 mL of a 2.0 M solution in dibutyl ether, 8.59 mmol) to the cooled solution, keeping the temperature below −60° C. After 35 minutes, add a solution of ZnCl2 (8.6 mL of a 1.0 M solution in Et2O, 8.59 mmol) and warm the reaction to 0° C. Purge a solution of 2-trifluoromethanesulfonyloxy-cyclopent-1-enecarboxylic a...